From a dataset of the Open Reaction Database (ORD), a public repository of structured organic reaction records. describe an organic reaction: reactants, conditions, products, and yield Starting materials: BrCCCC1=CCc2ccccc21, C1CCNCC1, Cc1ccccc1. Yields the product C1=C(CCCN2CCCCC2)c2ccccc2C1. Reaction SMILES: [Br:1][CH2:2][CH2:3][CH2:4][C:5]1=[CH:6][CH2:7][c:8]2[cH:9][cH:10][cH:11][cH:12][c:13]21.[CH2:14]1[CH2:15][CH2:16][NH:17][CH2:18][CH2:19]1.[CH3:20][c:21]1[cH:22][cH:23][cH:24][cH:25][cH:26]1>>[CH2:2]([CH2:3][CH2:4][C:5]1=[CH:6][CH2:7][c:8]2[cH:9][cH:10][cH:11][cH:12][c:13]21)[N:17]1[CH2:16][CH2:15][CH2:14][CH2:19][CH2:18]1. The reactants are C(=O)(C(F)(F)F)O (TFA), N(=[N+]=[N-])C[C@@H]1CN(CO1)C1=CC(=C(C=C1)C(=O)OC(C)(C)C)F (5-(S)-azidomethyl-3-[4′-tert-butoxycarbonyl-3′-fluorophenyl]oxazolidine). Run in C(Cl)Cl (DCM). Conditions: time 1 hour. Yields the product N(=[N+]=[N-])C[C@@H]1CN(C(O1)=O)C1=CC(=C(C=C1)C(=O)O)F (5-(S)-azidomethyl-3-[4′-carboxy-3′-fluorophenyl-]oxazolidine-2-one). Reaction SMILES: C(O)(C(F)(F)F)=[O:2].[N:8]([CH2:11][C@H:12]1[O:16][CH2:15][N:14]([C:17]2[CH:22]=[CH:21][C:20]([C:23]([O:25]C(C)(C)C)=[O:24])=[C:19]([F:30])[CH:18]=2)[CH2:13]1)=[N+:9]=[N-:10]>C(Cl)Cl>[N:8]([CH2:11][C@H:12]1[O:16][C:15](=[O:2])[N:14]([C:17]2[CH:22]=[CH:21][C:20]([C:23]([OH:25])=[O:24])=[C:19]([F:30])[CH:18]=2)[CH2:13]1)=[N+:9]=[N-:10]. Reported procedure: 60% TFA in DCM (5 mL) was added to 5-(S)-azidomethyl-3-[4′-tert-butoxycarbonyl-3′-fluorophenyl]oxazolidine (0.336 g, 1 mmol), and the solution kept at r.t. for 1 h. Solvents were removed in vacuo to afford 5-(S)-azidomethyl-3-[4′-carboxy-3′-fluorophenyl-]oxazolidine-2-one dried (0.280 g, 99%). N-Trimethylsilyl-N,N-diethylamine (0.23 mL, 1.2 mmol) was added to above product in dry dichloromethane (3 mL) under nitrogen atmosphere, and the solution stirred for 15 min. Solvents and excess reagent we... Yields the product O=C(O)Cc1ccc(-c2cn3cccnc3n2)cc1. Reactants: CCO, [Na+], [OH-], O, CCOC(=O)Cc1ccc(-c2cn3cccnc3n2)cc1. Reaction SMILES: [CH3:22][CH2:23][OH:24].[Na+:26].[OH-:25].[OH2:27].[n:1]1[c:2](-[c:10]2[cH:11][cH:12][c:13]([CH2:16][C:17](=[O:18])[O:19][CH2:20][CH3:21])[cH:14][cH:15]2)[cH:3][n:4]2[c:5]1[n:6][cH:7][cH:8][cH:9]2>>[n:1]1[c:2](-[c:10]2[cH:11][cH:12][c:13]([CH2:16][C:17](=[O:18])[OH:19])[cH:14][cH:15]2)[cH:3][n:4]2[c:5]1[n:6][cH:7][cH:8][cH:9]2. Product: COc1ncc(C)cc1Br. Reaction SMILES: [Ag+2:20].[Br:1][c:2]1[c:3]([OH:9])[n:4][cH:5][c:6]([CH3:8])[cH:7]1.[C:16](=[O:17])([O-:18])[O-:19].[Cl:12][CH:13]([Cl:14])[Cl:15].[I:10][CH3:11]>>[Br:1][c:2]1[c:3]([O:9][CH3:11])[n:4][cH:5][c:6]([CH3:8])[cH:7]1. Reactants: [Ag+2], Cc1cnc(O)c(Br)c1, O=C([O-])[O-], ClC(Cl)Cl, CI. The reactants are CCOC(=O)C1(c2ccc(-c3ccc(-c4onc(C)c4C4CO4)cc3)cc2)CC1, CN1CCCC1=O, NCc1ccccc1. Yields the product CCOC(=O)C1(c2ccc(-c3ccc(-c4onc(C)c4C(O)CNCc4ccccc4)cc3)cc2)CC1. Reaction SMILES: [CH2:1]([CH3:2])[O:3][C:4](=[O:5])[C:6]1([c:9]2[cH:10][cH:11][c:12](-[c:15]3[cH:16][cH:17][c:18](-[c:21]4[c:22]([CH:27]5[O:28][CH2:29]5)[c:23]([CH3:26])[n:24][o:25]4)[cH:19][cH:20]3)[cH:13][cH:14]2)[CH2:7][CH2:8]1.[CH3:38][N:39]1[CH2:40][CH2:41][CH2:42][C:43]1=[O:44].[NH2:30][CH2:31][c:32]1[cH:33][cH:34][cH:35][cH:36][cH:37]1>>[CH2:1]([CH3:2])[O:3][C:4](=[O:5])[C:6]1([c:9]2[cH:10][cH:11][c:12](-[c:15]3[cH:16][cH:17][c:18](-[c:21]4[c:22]([CH:27]([OH:28])[CH2:29][NH:30][CH2:31][c:32]5[cH:33][cH:34][cH:35][cH:36][cH:37]5)[c:23]([CH3:26])[n:24][o:25]4)[cH:19][cH:20]3)[cH:13][cH:14]2)[CH2:7][CH2:8]1. Starting materials: [BH4-].[Na+] (NaBH4), C(C)OC(=O)N1CCC2=C(CC1)C(=C(S2)C(C(F)(F)F)=O)Br (3-Bromo-2-(2,2,2-trifluoro-acetyl)-4,5,7,8-tetrahydro-thieno[2,3-d]azepine-6-carboxylic acid ethyl ester), Cl[Sn]Cl (SnCl2). The solvent is O (water), CCO (EtOH). Run at temperature 80 celsius, time 20 minute. Yields the product C(C)OC(=O)N1CCC2=C(CC1)C(=C(S2)CC(F)(F)F)Br (3-Bromo-2-(2,2,2-trifluoro-ethyl)-4,5,7,8-tetrahydro-thieno[2,3-d]azepine-6-carboxylic acid ethyl ester). Reaction SMILES: [CH2:1]([O:3][C:4]([N:6]1[CH2:12][CH2:11][C:10]2[C:13]([Br:22])=[C:14]([C:16](=O)[C:17]([F:20])([F:19])[F:18])[S:15][C:9]=2[CH2:8][CH2:7]1)=[O:5])[CH3:2].[BH4-].[Na+].Cl[Sn]Cl>CCO.O>[CH2:1]([O:3][C:4]([N:6]1[CH2:12][CH2:11][C:10]2[C:13]([Br:22])=[C:14]([CH2:16][C:17]([F:20])([F:18])[F:19])[S:15][C:9]=2[CH2:8][CH2:7]1)=[O:5])[CH3:2] |f:1.2|. Reported procedure: The product of step (a) (73 mg, 0.18 mmol) was stirred in 3 mL EtOH and treated with NaBH4 (20 mg, 0.5 mmol). After stirring for 20 minutes, the reaction was quenched with HOAc until no bubbling was observed. The reaction was diluted with water (5 mL) and the crude product was extracted into DCM (3×5 mL). The combined organic extracts were concentrated and the residue was dissolved in HOAc (2 mL) and concentrated HCl (1 mL). SnCl2 (225 mg, 1 mmol) was added and the reaction was heated to 80° C. ...